This data is from the Open Reaction Database (ORD), a public repository of structured organic reaction records. The task is: describe an organic reaction: reactants, conditions, products, and yield The reactants are OC1=CC2=C(C(C=C(O2)C)(C)C)C=C1 (7-hydroxy-2,4,4-trimethyl-4H-1-benzopyran), ClC1=CC=C(C=C1)[N+](=O)[O-] (p-chloronitrobenzene), [OH-].[K+] (potassium hydroxide), CN(C=O)C (N,N-dimethylformamide). The solvent is C1(=CC=CC=C1)C (toluene). Run at time 2 hour. Product: [N+](=O)([O-])C1=CC=C(OC2=CC3=C(C(C=C(O3)C)(C)C)C=C2)C=C1 (7-(4-Nitrophenoxy)-2,4,4-trimethyl-4H-1-benzopyran). Isolated yield 67.9%. As a reaction SMILES: [OH:1][C:2]1[CH:14]=[CH:13][C:5]2[C:6]([CH3:12])([CH3:11])[CH:7]=[C:8]([CH3:10])[O:9][C:4]=2[CH:3]=1.Cl[C:16]1[CH:21]=[CH:20][C:19]([N+:22]([O-:24])=[O:23])=[CH:18][CH:17]=1.[OH-].[K+].CN(C)C=O>C1(C)C=CC=CC=1>[N+:22]([C:19]1[CH:20]=[CH:21][C:16]([O:1][C:2]2[CH:14]=[CH:13][C:5]3[C:6]([CH3:11])([CH3:12])[CH:7]=[C:8]([CH3:10])[O:9][C:4]=3[CH:3]=2)=[CH:17][CH:18]=1)([O-:24])=[O:23] |f:2.3|. Reported procedure: One hundred grams of 7-hydroxy-2,4,4-trimethyl-4H-1-benzopyran (synthesized by the method of Japanese Laid-Open Patent Publication No. 5475/1981), 79 g of p-chloronitrobenzene, 42 g of potassium hydroxide, 500 ml of N,N-dimethylformamide and 500 ml of toluene were introduced into a flask equipped with the Dean-Stark condenser, and heated at 110° to 116° C. While removing the distilled water as an azeotrope with toluene, the mixture was stirred for 2 hours. The reaction mixture was cooled to room...